Dataset: the Open Reaction Database (ORD), a public repository of structured organic reaction records. Task: describe an organic reaction: reactants, conditions, products, and yield Reactants: C1(CC1)COC1=CC(=[N+](C=C1)[O-])C (4-cyclopropylmethoxy-2-methylpyridine-N-oxide), C(C)(=O)OC(C)=O (acetic anhydride), C(C)(=O)OC(C)=O (acetic anhydride). Reaction conditions: temperature 110 celsius, time 1 hour. The product is C(C)(=O)OCC1=NC=CC(=C1)OCC1CC1 (2-acetoxymethyl-4-cyclopropylmethoxypyridine). As a reaction SMILES: [CH:1]1([CH2:4][O:5][C:6]2[CH:11]=[CH:10][N+:9]([O-])=[C:8]([CH3:13])[CH:7]=2)[CH2:3][CH2:2]1.[C:14]([O:17]C(=O)C)(=[O:16])[CH3:15]>>[C:14]([O:17][CH2:13][C:8]1[CH:7]=[C:6]([O:5][CH2:4][CH:1]2[CH2:3][CH2:2]2)[CH:11]=[CH:10][N:9]=1)(=[O:16])[CH3:15]. Procedure: 4-cyclopropylmethoxy-2-methylpyridine-N-oxide (3.8 g 0.021 mol) was dissolved in acetic anhydride (10 ml) and was added dropwise to acetic anhydride (20 ml) (warmed to 90° C.). After the addition the temperature was raised to 110° C. and the mixture was stirred at 110° C. for 1 h and then the solvent was distilled off and the crude product was used without purification. NMR data is given below. Reactants: CCc1nc2cc(CO)ccc2o1, Cc1ccccc1, CCOC(=O)C1CCNCC1, O, BrP(Br)Br. Yields the product CCOC(=O)C1CCN(Cc2ccc3oc(CC)nc3c2)CC1. Reaction SMILES: [CH2:1]([CH3:2])[c:3]1[o:4][c:5]2[c:6]([n:7]1)[cH:8][c:9]([CH2:12][OH:13])[cH:10][cH:11]2.[CH3:30][c:31]1[cH:32][cH:33][cH:34][cH:35][cH:36]1.[NH:18]1[CH2:19][CH2:20][CH:21]([C:24](=[O:25])[O:26][CH2:27][CH3:28])[CH2:22][CH2:23]1.[OH2:29].[P:14]([Br:15])([Br:16])[Br:17]>>[CH2:1]([CH3:2])[c:3]1[o:4][c:5]2[c:6]([n:7]1)[cH:8][c:9]([CH2:12][N:18]1[CH2:19][CH2:20][CH:21]([C:24](=[O:25])[O:26][CH2:27][CH3:28])[CH2:22][CH2:23]1)[cH:10][cH:11]2. The reactants are CSc1ncc(CCc2cccnc2)c(=O)[nH]1, CN(C)Cc1nc(CSCCN)cs1, c1ccncc1. Yields the product CN(C)Cc1nc(CSCCNc2ncc(CCc3cccnc3)c(=O)[nH]2)cs1. Reaction SMILES: [CH3:15][S:16][c:17]1[n:18][cH:19][c:20]([CH2:24][CH2:25][c:26]2[cH:27][n:28][cH:29][cH:30][cH:31]2)[c:21](=[O:23])[nH:22]1.[CH3:1][N:2]([CH3:3])[CH2:4][c:5]1[s:6][cH:7][c:8]([CH2:10][S:11][CH2:12][CH2:13][NH2:14])[n:9]1.[cH:32]1[cH:33][cH:34][n:35][cH:36][cH:37]1>>[CH3:1][N:2]([CH3:3])[CH2:4][c:5]1[s:6][cH:7][c:8]([CH2:10][S:11][CH2:12][CH2:13][NH:14][c:17]2[n:18][cH:19][c:20]([CH2:24][CH2:25][c:26]3[cH:27][n:28][cH:29][cH:30][cH:31]3)[c:21](=[O:23])[nH:22]2)[n:9]1. Yields the product N#CC(CC1CCCC1)c1ccc2sccc2c1. RXN SMILES: [C:15]([O:16][C:17](=[O:18])[NH:19][c:20]1[cH:21][cH:22][cH:23][c:24]([CH2:25][n:26]2[cH:27][cH:28][c:29]([NH:30][C:31](=[O:32])[CH:33]([c:34]3[cH:35][cH:36][c:43]([S:44]([CH3:45])(=[O:46])=[O:47])[c:48]([Cl:49])[cH:50]3)[CH2:37][CH:38]3[CH2:39][CH2:40][CH2:41][CH2:42]3)[n:51]2)[cH:52]1)([CH3:53])([CH3:54])[CH3:55].[CH2:61]([N+:62]([CH2:63][CH2:64][CH2:65][CH3:66])([CH2:67][CH2:68][CH2:69][CH3:70])[CH2:71][CH2:72][CH2:73][CH3:74])[CH2:75][CH2:76][CH3:77].[CH2:79]([Cl:80])[Cl:81].[Na+:14].[OH-:13].[OH2:78].[S:56]([O-:57])([OH:58])(=[O:59])=[O:60].[s:1]1[c:2]2[c:3]([cH:4][cH:5]1)[cH:6][c:7]([CH2:10][C:11]#[N:12])[cH:8][cH:9]2>>[s:1]1[c:2]2[c:3]([cH:4][cH:5]1)[cH:6][c:7]([CH:10]([C:11]#[N:12])[CH2:37][CH:38]1[CH2:39][CH2:40][CH2:41][CH2:42]1)[cH:8][cH:9]2. Reactants: CC(C)(C)OC(=O)Nc1cccc(Cn2ccc(NC(=O)C(CC3CCCC3)c3ccc(S(C)(=O)=O)c(Cl)c3)n2)c1, CCCC[N+](CCCC)(CCCC)CCCC, ClCCl, [Na+], [OH-], O, O=S(=O)([O-])O, N#CCc1ccc2sccc2c1. Reactants: C(=O)(OCC1=CC=CC=C1)NCC(CCC(=O)OCCCCCCCCCCCCCCCC(=O)OCC1=CC=CC=C1)=O (15-(benzyloxycarbonyl)pentadecyl 5-(Cbz-amino)-4-oxopentanoate), Cl (HCl), [H][H] (hydrogen). Reagents/catalysts: [Pd] (Pd/C). The solvent is CC(C)O (2-propanol). The product is Cl.NCC(CCC(=O)OCCCCCCCCCCCCCCCC(=O)O)=O (15-carboxypentadecyl 5-amino-4-oxopentanoate hydrochloride). The yield is 19.2%. Reaction SMILES: C([NH:11][CH2:12][C:13](=[O:44])[CH2:14][CH2:15][C:16]([O:18][CH2:19][CH2:20][CH2:21][CH2:22][CH2:23][CH2:24][CH2:25][CH2:26][CH2:27][CH2:28][CH2:29][CH2:30][CH2:31][CH2:32][CH2:33][C:34]([O:36]CC1C=CC=CC=1)=[O:35])=[O:17])(OCC1C=CC=CC=1)=O.[ClH:45].[H][H]>[Pd].CC(O)C>[ClH:45].[NH2:11][CH2:12][C:13](=[O:44])[CH2:14][CH2:15][C:16]([O:18][CH2:19][CH2:20][CH2:21][CH2:22][CH2:23][CH2:24][CH2:25][CH2:26][CH2:27][CH2:28][CH2:29][CH2:30][CH2:31][CH2:32][CH2:33][C:34]([OH:36])=[O:35])=[O:17] |f:5.6|. Procedure details: This compound was prepared from the product of 15b (0.45 g; 0.74 mmol), 12 M HCl (0.062 mL; 0.74 mmol), 10% Pd/C (100 mg), hydrogen gas, and 2-propanol (25 mL) using the procedure in Example 8d. 0.06 g (19%) product was obtained (white solid). Reactants: NC1=NC(=CC(=[N+]1[O-])NC(=O)OCCOC)N1CCC=CC1 (2-methoxyethyl 2-amino-6-[3,6-dihydro-1(2H)-pyridyl]-4-pyrimidinecarbamate-3-oxide), Cl (hydrochloric acid), C(Cl)(Cl)Cl (chloroform), C(=O)(Cl)Cl (phosgene). Solvent: C1(=CC=CC=C1)C (toluene), C(C)N(CC)CC (triethylamine). Yields the product N1(CCC=CC1)C1=NC=2N(C(=C1)NC(=O)OCCOC)OC(N2)=O (2-methoxyethyl 5-[3,6-dihydro-1(2H)-pyridyl]-2-oxo-2H-[1,2,4]oxadiazolo[2,3-a]-pyrimidine-7-carbamate). RXN SMILES: [NH2:1][C:2]1[N+:7]([O-:8])=[C:6]([NH:9][C:10]([O:12][CH2:13][CH2:14][O:15][CH3:16])=[O:11])[CH:5]=[C:4]([N:17]2[CH2:22][CH:21]=[CH:20][CH2:19][CH2:18]2)[N:3]=1.C(Cl)(Cl)Cl.[C:27](Cl)(Cl)=[O:28].Cl>C1(C)C=CC=CC=1.C(N(CC)CC)C>[N:17]1([C:4]2[CH:5]=[C:6]([NH:9][C:10]([O:12][CH2:13][CH2:14][O:15][CH3:16])=[O:11])[N:7]3[O:8][C:27](=[O:28])[N:1]=[C:2]3[N:3]=2)[CH2:18][CH:19]=[CH:20][CH2:21][CH2:22]1. Procedure details: 2 G. of 2-methoxyethyl 2-amino-6-[3,6-dihydro-1(2H)-pyridyl]-4-pyrimidinecarbamate-3-oxide are dissolved at 0° C. in 15 ml. of chloroform and 3.7 ml. of triethylamine. The cold stirred mixture is treated with 3.2 ml. of 20% phosgene in toluene. The mixture is then stirred for 4 hours, acidified with hydrochloric acid, washed with water and extracted with methylene chloride. The organic phase is dried over magnesium sulfate and the solvent is distilled off under reduced pressure. The residue obta...